Task: describe an organic reaction: reactants, conditions, products, and yield. Dataset: the Open Reaction Database (ORD), a public repository of structured organic reaction records Reactants: CCOc1cc2[nH]c(-c3nn(C4CCCCO4)cc3NC(=O)C3CC3)nc2cc1F, ClCCl, O=C(O)C(F)(F)F. Product: CCOc1cc2[nH]c(-c3n[nH]cc3NC(=O)C3CC3)nc2cc1F. As a reaction SMILES: [CH2:1]([CH3:2])[O:3][c:4]1[c:5]([F:30])[cH:6][c:7]2[c:8]([nH:9][c:10](-[c:12]3[n:13][n:14]([CH:23]4[CH2:24][CH2:25][CH2:26][CH2:27][O:28]4)[cH:15][c:16]3[NH:17][C:18](=[O:19])[CH:20]3[CH2:21][CH2:22]3)[n:11]2)[cH:29]1.[Cl:38][CH2:39][Cl:40].[OH:31][C:32]([C:33]([F:34])([F:35])[F:36])=[O:37]>>[CH2:1]([CH3:2])[O:3][c:4]1[c:5]([F:30])[cH:6][c:7]2[c:8]([nH:9][c:10](-[c:12]3[n:13][nH:14][cH:15][c:16]3[NH:17][C:18](=[O:19])[CH:20]3[CH2:21][CH2:22]3)[n:11]2)[cH:29]1.